This data is from the Open Reaction Database (ORD), a public repository of structured organic reaction records. The task is: describe an organic reaction: reactants, conditions, products, and yield The reactants are N#CCBr, Oc1ccc(C(F)(F)F)cc1, [I-], [Na+], [Na+], [Na+], O=C([O-])[O-], CN(C)C=O. The product is N#CCOc1ccc(C(F)(F)F)cc1. Reaction SMILES: [Br:12][CH2:13][C:14]#[N:15].[F:1][C:2]([c:3]1[cH:4][cH:5][c:6]([OH:9])[cH:7][cH:8]1)([F:10])[F:11].[I-:23].[Na+:16].[Na+:17].[Na+:22].[O-:18][C:19](=[O:20])[O-:21].[O:24]=[CH:25][N:26]([CH3:27])[CH3:28]>>[F:1][C:2]([c:3]1[cH:4][cH:5][c:6]([O:9][CH2:13][C:14]#[N:15])[cH:7][cH:8]1)([F:10])[F:11]. Reactants: O1CCOC12CCC(CC2)CC(=O)OCC2=CC=CC=C2 (benzyl 2-(1,4-dioxaspiro[4,5]decan-8-yl)acetate), CC(=O)C (acetone), CC1=CC=C(C=C1)S(=O)(=O)O.O (p-Toluene sulfonic acidmonohydrate), C([O-])(O)=O.[Na+] (sodium bicarbonate). Solvent: O (water). Run at temperature 55 celsius, time 15 hour. Product: O=C1CCC(CC1)CC(=O)OCC1=CC=CC=C1 (Benzyl 2-(4-oxocyclohexyl)acetate). Isolated yield 85.9%. RXN SMILES: CC1C=CC(S(O)(=O)=O)=CC=1.O.O1[C:17]2([CH2:22][CH2:21][CH:20]([CH2:23][C:24]([O:26][CH2:27][C:28]3[CH:33]=[CH:32][CH:31]=[CH:30][CH:29]=3)=[O:25])[CH2:19][CH2:18]2)[O:16]CC1.CC(C)=O.C(=O)(O)[O-].[Na+]>O>[O:16]=[C:17]1[CH2:22][CH2:21][CH:20]([CH2:23][C:24]([O:26][CH2:27][C:28]2[CH:29]=[CH:30][CH:31]=[CH:32][CH:33]=2)=[O:25])[CH2:19][CH2:18]1 |f:0.1,4.5|. Procedure: p-Toluene sulfonic acidmonohydrate (207 mg, 1.21 mmol) was added to a mixture composed of benzyl 2-(1,4-dioxaspiro[4,5]decan-8-yl)acetate (7.0 g, 24.11 mmol), acetone (220 ml), and water (10 ml) at room temperature, and the mixture was stirred at 55° C. for 15 hr. The mixture was cooled with ice and was adjusted to pH 5 by the addition of solid sodium bicarbonate. The mixture was concentrated under reduced pressure, and the residue was chromatographed on silica gel column (hexane:ethyl acetate=8...